This data is from the Open Reaction Database (ORD), a public repository of structured organic reaction records. The task is: describe an organic reaction: reactants, conditions, products, and yield Starting materials: CS(=O)(=O)O, CC#N, Cl, Cn1ccc(-c2cccc(N=C=O)c2)n1, NCc1ccc2c(c1)CN(C1CCC(=O)NC1=O)C2=O. Product: Cn1ccc(-c2cccc(NC(=O)NCc3ccc4c(c3)CN(C3CCC(=O)NC3=O)C4=O)c2)n1. As a reaction SMILES: [CH3:16][S:17]([OH:18])(=[O:19])=[O:20].[CH3:42][C:43]#[N:44].[ClH:41].[N:1](=[C:2]=[O:3])[c:4]1[cH:5][c:6](-[c:10]2[n:11][n:12]([CH3:15])[cH:13][cH:14]2)[cH:7][cH:8][cH:9]1.[NH2:21][CH2:22][c:23]1[cH:24][c:25]2[c:29]([cH:30][cH:31]1)[C:28](=[O:32])[N:27]([CH:33]1[C:34](=[O:40])[NH:35][C:36](=[O:39])[CH2:37][CH2:38]1)[CH2:26]2>>[NH:1]([C:2](=[O:3])[NH:21][CH2:22][c:23]1[cH:24][c:25]2[c:29]([cH:30][cH:31]1)[C:28](=[O:32])[N:27]([CH:33]1[C:34](=[O:40])[NH:35][C:36](=[O:39])[CH2:37][CH2:38]1)[CH2:26]2)[c:4]1[cH:5][c:6](-[c:10]2[n:11][n:12]([CH3:15])[cH:13][cH:14]2)[cH:7][cH:8][cH:9]1. Reactants: C(C)(C)(C)C1CCC2(OCC(O2)CN2C(C=3C(C2=O)=CC=CC3)=O)CC1 (8-t-butyl-2-(phthalimidomethyl)-1,4-dioxaspiro(4,5)decane), O.NN (hydrazine hydrate). Solvent: C(C)O (ethanol), Light petroleum. Conditions: time 1 hour. The product is C(C)(C)(C)C1CCC2(OCC(O2)CN)CC1 (8-t-butyl-2-aminomethyl-1,4-dioxaspiro(4,5)-decane). Isolated yield 90.5%. Reaction SMILES: [C:1]([CH:5]1[CH2:26][CH2:25][C:8]2([O:12][CH:11]([CH2:13][N:14]3C(=O)C4=CC=CC=C4C3=O)[CH2:10][O:9]2)[CH2:7][CH2:6]1)([CH3:4])([CH3:3])[CH3:2].O.NN>C(O)C>[C:1]([CH:5]1[CH2:26][CH2:25][C:8]2([O:12][CH:11]([CH2:13][NH2:14])[CH2:10][O:9]2)[CH2:7][CH2:6]1)([CH3:4])([CH3:2])[CH3:3] |f:1.2|. Reported procedure: To a warm (50° C.) solution of 8-t-butyl-2-(phthalimidomethyl)-1,4-dioxaspiro(4,5)decane (12.5 g, 35 mmol) in ethanol (100 ml) was added hydrazine hydrate (3.6 g, 72 mmol). The reaction mixture was kept at 50° C. for 1 hour. Light petroleum 200 ml was added and insoluble material was filtered off. The solvent was evaporated in vacuo. The residue was dissolved in toluene (100 ml) washed with brine (100 ml) and dried (MgSO4). Evaporation of the solvent yielded the title compound as a yellow oil (7... Reactants: CC(C)(C)OC(=O)NC1CCC(C(=O)O)CC1, COCCN. Yields the product COCCNC(=O)C1CCC(NC(=O)OC(C)(C)C)CC1. As a reaction SMILES: [C:1]([CH3:2])([CH3:3])([CH3:4])[O:5][C:6](=[O:7])[NH:8][CH:9]1[CH2:10][CH2:11][CH:12]([C:15](=[O:16])[OH:17])[CH2:13][CH2:14]1.[CH3:18][O:19][CH2:20][CH2:21][NH2:22]>>[C:1]([CH3:2])([CH3:3])([CH3:4])[O:5][C:6](=[O:7])[NH:8][CH:9]1[CH2:10][CH2:11][CH:12]([C:15](=[O:17])[NH:22][CH2:21][CH2:20][O:19][CH3:18])[CH2:13][CH2:14]1. Starting materials: CC(C)(C)C1=CC=C(C=C1C1=C(C=CC(=C1)OC)F)COC1=CC=C(C=C1)[C@H](CC(=O)OCC)C1=CC=CC=C1 (Ethyl (3R)-3-(4-(((6-(1,1-dimethylethyl)-2′-fluoro-5′-(methyloxy)-1,1′-biphenyl-3-yl)methyl)oxy)phenyl)-3-phenylpropanoate), C1CCOC1 (THF), CCO (EtOH), [OH-].[Na+] (sodium hydroxide). Run at time 21 hour. The product is CC(C)(C)C1=CC=C(C=C1C1=C(C=CC(=C1)OC)F)COC1=CC=C(C=C1)[C@H](CC(=O)O)C1=CC=CC=C1 ((3R)-3-(4-(((6-(1,1-Dimethylethyl)-2′-fluoro-5′-(methyloxy)-1,1′-biphenyl-3-yl)methyl)oxy)phenyl)-3-phenylpropanoic acid). Yield: 71.5%. RXN SMILES: [CH3:1][C:2]([C:5]1[C:10]([C:11]2[CH:16]=[C:15]([O:17][CH3:18])[CH:14]=[CH:13][C:12]=2[F:19])=[CH:9][C:8]([CH2:20][O:21][C:22]2[CH:27]=[CH:26][C:25]([C@@H:28]([C:35]3[CH:40]=[CH:39][CH:38]=[CH:37][CH:36]=3)[CH2:29][C:30]([O:32]CC)=[O:31])=[CH:24][CH:23]=2)=[CH:7][CH:6]=1)([CH3:4])[CH3:3].C1COCC1.CCO.[OH-].[Na+]>>[CH3:4][C:2]([C:5]1[C:10]([C:11]2[CH:16]=[C:15]([O:17][CH3:18])[CH:14]=[CH:13][C:12]=2[F:19])=[CH:9][C:8]([CH2:20][O:21][C:22]2[CH:27]=[CH:26][C:25]([C@@H:28]([C:35]3[CH:36]=[CH:37][CH:38]=[CH:39][CH:40]=3)[CH2:29][C:30]([OH:32])=[O:31])=[CH:24][CH:23]=2)=[CH:7][CH:6]=1)([CH3:1])[CH3:3] |f:3.4|. Reported procedure: To a stirred solution of 42.3 (0.048 g, 0.09 mmol) in THF (2 mL, 0.2 mmol) and EtOH (2 mL, 0.2 mmol) at 23° C. was added a solution of 1 M sodium hydroxide (1.00 mL, 1.0 mmol). The resulting mixture was stirred for 21 hours and then concentrated in vacuo. 1 N HCl was added to bring the pH to 1, and the resulting mixture was extracted with EtOAc, dried over MgSO4, filtered, and concentrated. The product was purified by silica gel flash chromatography (0-20% EtOAc/hexane) to afford compound 42 (33... Starting materials: C(=O)([O-])[O-].[K+].[K+] (K2CO3), BrCCC1=CC=C(C=C1)F (1-(2-bromo-ethyl)-4-fluoro-benzene), COC(\C=C\C=1C=C2C(CC3(CCN(CC3)C(=O)OC(C)(C)C)OC2=CC1)=O)=O ((E)-3-{1′-tert-butoxycarbonyl-4-oxo-spiro[chromane-2,4′-piperidine]-6-yl}-acrylic acid methyl ester), COC(\C=C\C=1C=C2C(CC3(CCN(CC3)C(=O)OC(C)(C)C)OC2=CC1)=O)=O ((E)-3-{1′-tert-butoxycarbonyl-4-oxo-spiro[chromane-2,4′-piperidine]-6-yl}-acrylic acid methyl ester). Solvent: CC(=O)C (acetone). Conditions: temperature 50 celsius, time 54 hour. Product: COC(\C=C\C=1C=C2C(CC3(CCN(CC3)CCC3=CC=C(C=C3)F)OC2=CC1)=O)=O ((E)-3-{1′-[2-(4-fluoro-phenyl)-ethyl]-4-oxo-spiro[chromane-2,4′-piperidine]-6-yl}-acrylic acid methyl ester). The yield is 94.2%. RXN SMILES: C([O-])([O-])=O.[K+].[K+].Br[CH2:8][CH2:9][C:10]1[CH:15]=[CH:14][C:13]([F:16])=[CH:12][CH:11]=1.[CH3:17][O:18][C:19](=[O:45])/[CH:20]=[CH:21]/[C:22]1[CH:23]=[C:24]2[C:41](=[CH:42][CH:43]=1)[O:40][C:27]1([CH2:32][CH2:31][N:30](C(OC(C)(C)C)=O)[CH2:29][CH2:28]1)[CH2:26][C:25]2=[O:44]>CC(C)=O>[CH3:17][O:18][C:19](=[O:45])/[CH:20]=[CH:21]/[C:22]1[CH:23]=[C:24]2[C:41](=[CH:42][CH:43]=1)[O:40][C:27]1([CH2:28][CH2:29][N:30]([CH2:8][CH2:9][C:10]3[CH:15]=[CH:14][C:13]([F:16])=[CH:12][CH:11]=3)[CH2:31][CH2:32]1)[CH2:26][C:25]2=[O:44] |f:0.1.2|. Reported procedure: K2CO3 (414 mg, 3 mmol) and 1-(2-bromo-ethyl)-4-fluoro-benzene (0.21 ml, 1.5 mmol) were added to a suspension of (E)-3-{4-oxo-spiro[chromane-2,4′-piperidine]-6-yl}-acrylic acid methyl ester (254 mg, 0.752 mmol, Intermediate 1, hydrochloride salt) in acetone (10 ml). The mixture was stirred at 50° C. for 54 h, then the solvent was evaporated and the residue was partitioned between water and DCM. The organic phase was dried, then evaporated and the crude residue was purified by column chromatograph...